This data is from the Open Reaction Database (ORD), a public repository of structured organic reaction records. The task is: describe an organic reaction: reactants, conditions, products, and yield Starting materials: ClCCl, N#Cc1ccc(-c2ccc3cc(CCO)ccc3c2)cc1, Cc1ccc(S(=O)(=O)Cl)cc1, c1ccncc1. Yields the product Cc1ccc(S(=O)(=O)OCCc2ccc3cc(-c4ccc(C#N)cc4)ccc3c2)cc1. As a reaction SMILES: [Cl:39][CH2:40][Cl:41].[OH:1][CH2:2][CH2:3][c:4]1[cH:5][c:6]2[cH:7][cH:8][c:9](-[c:14]3[cH:15][cH:16][c:17]([C:18]#[N:19])[cH:20][cH:21]3)[cH:10][c:11]2[cH:12][cH:13]1.[c:22]1([CH3:32])[cH:23][cH:24][c:25]([S:28](=[O:29])(=[O:30])[Cl:31])[cH:26][cH:27]1.[cH:33]1[cH:34][cH:35][n:36][cH:37][cH:38]1>>[O:1]([CH2:2][CH2:3][c:4]1[cH:5][c:6]2[cH:7][cH:8][c:9](-[c:14]3[cH:15][cH:16][c:17]([C:18]#[N:19])[cH:20][cH:21]3)[cH:10][c:11]2[cH:12][cH:13]1)[S:28]([c:25]1[cH:24][cH:23][c:22]([CH3:32])[cH:27][cH:26]1)(=[O:29])=[O:30].